From a dataset of the Open Reaction Database (ORD), a public repository of structured organic reaction records. describe an organic reaction: reactants, conditions, products, and yield Reactants: [Mg] (magnesium), BrC=1C=C2C=CC(=CC2=CC1)C(=O)OC (methyl 6-bromonaphthalene-2-carboxylate), C12(CC3CC(CC(C1)C3)C2)C2=C(OCC3OC(OC3)(C)C)C=CC(=C2)Br (4-(2-adamantan-1-yl-4-bromophenoxymethyl)-2,2-dimethyl[1,3]dioxolane), BrC(C)Br (dibromoethane), [Mg] (magnesium), [Cl-].[NH4+] (ammonium chloride). Reagents/catalysts: [Cl-].[Zn+2].[Cl-] (zinc chloride). The solvent is C1CCOC1 (THF), C1CCOC1 (THF), C1CCOC1 (THF), C1CCOC1 (THF), C1CCOC1 (THF). Reaction conditions: temperature 20 celsius, time 30 minute. The product is C12(CC3CC(CC(C1)C3)C2)C=2C=C(C=CC2OCC2OC(OC2)(C)C)C=2C=C3C=CC(=CC3=CC2)C(=O)OC (Methyl 6-[3-Adamantan-1-yl-4-(2,2-dimethyl[1,3]dioxolan-4-ylmethoxy)phenyl]naphthalene-2-carboxylate). Reaction SMILES: [Mg].[C:2]12([C:12]3[CH:26]=[C:25](Br)[CH:24]=[CH:23][C:13]=3[O:14][CH2:15][CH:16]3[CH2:20][O:19][C:18]([CH3:22])([CH3:21])[O:17]3)[CH2:11][CH:6]3[CH2:7][CH:8]([CH2:10][CH:4]([CH2:5]3)[CH2:3]1)[CH2:9]2.BrC(Br)C.Br[C:33]1[CH:34]=[C:35]2[C:40](=[CH:41][CH:42]=1)[CH:39]=[C:38]([C:43]([O:45][CH3:46])=[O:44])[CH:37]=[CH:36]2.[Cl-].[NH4+]>[Cl-].[Zn+2].[Cl-].C1COCC1>[C:2]12([C:12]3[CH:26]=[C:25]([C:33]4[CH:34]=[C:35]5[C:40](=[CH:41][CH:42]=4)[CH:39]=[C:38]([C:43]([O:45][CH3:46])=[O:44])[CH:37]=[CH:36]5)[CH:24]=[CH:23][C:13]=3[O:14][CH2:15][CH:16]3[CH2:20][O:19][C:18]([CH3:22])([CH3:21])[O:17]3)[CH2:11][CH:6]3[CH2:7][CH:8]([CH2:10][CH:4]([CH2:5]3)[CH2:3]1)[CH2:9]2 |f:4.5,6.7.8|. Reported procedure: 962 mg (39.6 mmol) of magnesium granules are wetted with a minimum of THF. A solution of 7.4 g (17.6 mmol) of 4-(2-adamantan-1-yl-4-bromophenoxymethyl)-2,2-dimethyl[1,3]dioxolane, 50 ml of THF and 300 μl (3.5 mmol) of dibromoethane is run dropwise into the suspension of magnesium. The reaction medium is heated at the reflux of the THF for 1 h 30 min and then brought back to 20° C. 5.1 g (37.6 mmol) of zinc chloride, dried and melted under vacuum beforehand, are added while keeping the temperatur... Reactants: CCN(CC)S(F)(F)F (DAST), COC(=O)C1N(CC(C1)(O)CCCC)C(=O)OC(C)(C)C (4-butyl4-hydroxy-pyrrolidine-1,2-dicarboxylic acid 1-tert-butyl ester 2-methyl ester). Solvent: C(Cl)Cl (DCM), C(Cl)Cl (DCM). Reaction conditions: time 1 hour. Yields the product COC(=O)C1N(CC(C1)(F)CCCC)C(=O)OC(C)(C)C (4-butyl-4-fluoro-pyrrolidine-1,2-dicarboxylic acid 1-tert-butyl ester 2-methyl ester). Isolated yield 53.5%. As a reaction SMILES: CCN(S(F)(F)[F:7])CC.[CH3:10][O:11][C:12]([CH:14]1[CH2:18][C:17]([CH2:20][CH2:21][CH2:22][CH3:23])(O)[CH2:16][N:15]1[C:24]([O:26][C:27]([CH3:30])([CH3:29])[CH3:28])=[O:25])=[O:13]>C(Cl)Cl>[CH3:10][O:11][C:12]([CH:14]1[CH2:18][C:17]([CH2:20][CH2:21][CH2:22][CH3:23])([F:7])[CH2:16][N:15]1[C:24]([O:26][C:27]([CH3:30])([CH3:29])[CH3:28])=[O:25])=[O:13]. Procedure: To ethyl acetylene (140 mg, 2.6 mmol) in THF (5 mL) at −78° C., n-butyllithium (1.1 mL, 2.6 mmol) was added with stirring at −78° C. for 1 hour. Then 4-oxo-pyrrolidine-1,2-dicarboxylic acid 1-tert-butyl ester 2-methyl ester (prepared as described in the example 56) (570 mg, 2.3 mmol) in THF (5 mL) was added at −78° C. with stirring for 2 h, the reaction mixture was then allowed to warm to −40° C. over 1 hour. The reaction mixture was extracted with EtOAc (20 mL), washed with saturated NH4Cl (5 m... Reactants: C1(CCC1)NC=1C2=C(N=C(N1)NC1=CC=C(C=C1)S(=O)(=O)N1CCC(CC1)O)NC=C2 (1-(4-(4-(cyclobutylamino)-7H-pyrrolo[2,3-d]pyrimidin-2-ylamino)phenylsulfonyl)piperidin-4-ol), C(C1=CC=CC=C1)OCC(=O)N(C1=CC=C(C=C1)N)C (2-benzoxy-N-methyl-N-(4-aminophenyl)acetamide), 2-Chloro-N-cylclopropyl-7H-pyrrolo[2,3-d]pyrimidin-4-amine. Yields the product C(C1=CC=CC=C1)OCC(=O)N(C)C1=CC=C(C=C1)NC=1N=C(C2=C(N1)NC=C2)NC2CC2 (2-benzyloxy N-(4-(4-(cyclopropylamino)-7H-pyrrolo[2,3-d]pyrimidin-2-ylamino)phenyl)-N-methylacetamide). As a reaction SMILES: [CH:1]1([NH:5][C:6]2[C:7]3[CH:31]=[CH:30][NH:29][C:8]=3[N:9]=[C:10](NC3C=CC(S(N4CCC(O)CC4)(=O)=O)=CC=3)[N:11]=2)[CH2:4][CH2:3]C1.[CH2:32]([O:39][CH2:40][C:41]([N:43]([CH3:51])[C:44]1[CH:49]=[CH:48][C:47]([NH2:50])=[CH:46][CH:45]=1)=[O:42])[C:33]1[CH:38]=[CH:37][CH:36]=[CH:35][CH:34]=1>>[CH2:32]([O:39][CH2:40][C:41]([N:43]([C:44]1[CH:45]=[CH:46][C:47]([NH:50][C:10]2[N:11]=[C:6]([NH:5][CH:1]3[CH2:4][CH2:3]3)[C:7]3[CH:31]=[CH:30][NH:29][C:8]=3[N:9]=2)=[CH:48][CH:49]=1)[CH3:51])=[O:42])[C:33]1[CH:34]=[CH:35][CH:36]=[CH:37][CH:38]=1. Reported procedure: According to the general procedure for synthesis of 1-(4-(4-(cyclobutylamino)-7H-pyrrolo[2,3-d]pyrimidin-2-ylamino)phenylsulfonyl)piperidin-4-ol, 2-benzoxy-N-methyl-N-(4-aminophenyl)acetamide and 2-Chloro-N-cylclopropyl-7H-pyrrolo[2,3-d]pyrimidin-4-amine gave 2-benzyloxy N-(4-(4-(cyclopropylamino)-7H-pyrrolo[2,3-d]pyrimidin-2-ylamino)phenyl)-N-methylacetamide (MS calcd for C25H26N6O2 442.2. found [MH] 443.5). Starting materials: CC1=CC(=C(N=N1)N)C(CCC)CCC (6-methyl-4-(1-propyl-butyl)-pyridazin-3-ylamine), ClCC(C)=O (chloroacetone), C(=O)(O)[O-].[Na+] (NaHCO3). Procedure: A 250 mL round bottom flask is charged with 6-methyl-4-(1-propyl-butyl)-pyridazin-3-ylamine (0.611 g, 0.00295 moles, 1 equiv), ethanol 2B (30 mL), and chloroacetone (0.382 g, 0.328 ml, 0.00412 moles, 1.4 equiv). The reaction mixture is heated at 75° C. overnight and then cooled to room temp. NaHCO3 (0.371 g, 0.00442 moles, 1.5 equiv) is slowly added to the reaction mixture that is then heated to 100° C. overnight. The reaction mixture is cooled and the solvent is evaporated. Dichloromethane is a... Solvent: C(C)O (ethanol). The product is CC=1N=C2N(N=C(C=C2C(CCC)CCC)C)C1 (2,6-Dimethyl-8-(1-propyl-butyl)-imidazo[1,2-b]pyridazine). The yield is 70.6%. Reaction SMILES: [CH3:1][C:2]1[N:7]=[N:6][C:5]([NH2:8])=[C:4]([CH:9]([CH2:13][CH2:14][CH3:15])[CH2:10][CH2:11][CH3:12])[CH:3]=1.Cl[CH2:17][C:18](=O)[CH3:19].C([O-])(O)=O.[Na+]>C(O)C>[CH3:19][C:18]1[N:8]=[C:5]2[C:4]([CH:9]([CH2:13][CH2:14][CH3:15])[CH2:10][CH2:11][CH3:12])=[CH:3][C:2]([CH3:1])=[N:7][N:6]2[CH:17]=1 |f:2.3|. Conditions: temperature 75 celsius. Starting materials: FC1=CC(=C(C=C1)[N+](=O)[O-])OC (4-fluoro-2-(methyloxy)-1-nitrobenzene), OC1CCNCC1 (4-hydroxypiperidine), C([O-])([O-])=O.[K+].[K+] (potassium carbonate). The solvent is CS(=O)C (DMSO), O (water). Conditions: time 16 hour. The product is NC1=C(C=C(C=C1)N1CCC(CC1)O)OC (1-[4-amino-3-(methyloxy)phenyl]-4-piperidinol). The yield is 62.7%. RXN SMILES: F[C:2]1[CH:7]=[CH:6][C:5]([N+:8]([O-])=O)=[C:4]([O:11][CH3:12])[CH:3]=1.[OH:13][CH:14]1[CH2:19][CH2:18][NH:17][CH2:16][CH2:15]1.C(=O)([O-])[O-].[K+].[K+]>CS(C)=O.O>[NH2:8][C:5]1[CH:6]=[CH:7][C:2]([N:17]2[CH2:18][CH2:19][CH:14]([OH:13])[CH2:15][CH2:16]2)=[CH:3][C:4]=1[O:11][CH3:12] |f:2.3.4|. Procedure: A solution of 4-fluoro-2-(methyloxy)-1-nitrobenzene (3.0 g, 17.5 mmol), 4-hydroxypiperidine (1.77 g, 17.5 mmol) and potassium carbonate (2.9 g, 21 mmol) in DMSO was stirred for 24 h. The reaction was diluted with water and extracted three times with Ethyl acetate. The combined organic solutions were dried over MgSO4 and concentrated. The resulting residue was stirred in ethanol and acetic acid with 10% Pd/C under 30 psi of hydrogen for 16 hr. The reaction was filtered through a pad of celite, ri... Reactants: OC1CNCCC1 (3-hydroxypiperidine), O (water), C([O-])([O-])=O.[K+].[K+] (potassium carbonate), C(C1=CC=CC=C1)(C1=CC=CC=C1)Br (benzhydryl bromide). Run in CN(C=O)C (dimethylformamide). Product: C(C1=CC=CC=C1)(C1=CC=CC=C1)N1CC(CCC1)O (1-Benzhydryl-3-hydroxypiperidine). The yield is 78.8%. As a reaction SMILES: [OH:1][CH:2]1[CH2:7][CH2:6][CH2:5][NH:4][CH2:3]1.C(=O)([O-])[O-].[K+].[K+].[CH:14](Br)([C:21]1[CH:26]=[CH:25][CH:24]=[CH:23][CH:22]=1)[C:15]1[CH:20]=[CH:19][CH:18]=[CH:17][CH:16]=1.O>CN(C)C=O>[CH:14]([N:4]1[CH2:5][CH2:6][CH2:7][CH:2]([OH:1])[CH2:3]1)([C:15]1[CH:20]=[CH:19][CH:18]=[CH:17][CH:16]=1)[C:21]1[CH:26]=[CH:25][CH:24]=[CH:23][CH:22]=1 |f:1.2.3|. Procedure: 5.05 g (0.05 mole) of 3-hydroxypiperidine and 13.82 g (0.1 mole) of potassium carbonate were suspended in 100 ml of dimethylformamide. 12.36 g (0.05 mole) of benzhydryl bromide were then added to the mixture, whilst stirring, and the mixture was stirred for 10 hours at room temperature. At the end of this time, the mixture was poured into 700 ml of water and extracted with ethyl acetate. The extracts were washed with water and dried over anhydrous sodium sulfate. The solvent was then distilled o... The reactants are CC(=O)OO, CC(=O)Nc1ccnc(C)c1C, CC(=O)O. Yields the product CC(=O)Nc1cc[n+]([O-])c(C)c1C. RXN SMILES: [C:1]([O:2][OH:4])(=[O:3])[CH3:5].[C:6]([CH3:7])(=[O:8])[NH:9][c:10]1[c:11]([CH3:17])[c:12]([CH3:16])[n:13][cH:14][cH:15]1.[CH3:18][C:19](=[O:20])[OH:21]>>[O-:3][n+:13]1[c:12]([CH3:16])[c:11]([CH3:17])[c:10]([NH:9][C:6]([CH3:7])=[O:8])[cH:15][cH:14]1.